From a dataset of the Open Reaction Database (ORD), a public repository of structured organic reaction records. describe an organic reaction: reactants, conditions, products, and yield Reactants: C(CCC)[Li] (n-butyl lithium), CN1C(=CC=C1)C1=CC=C(N(C2=CC=CC=C2)C2=CC=CC=C2)C=C1 (4-(1-methyl-1H-pyrrole-2-yl)-N,N-diphenylaniline), C(CCC)[Sn](CCCC)(CCCC)Cl (tributylstannylchloride). Yields the product CN1C(=CC=C1[Sn](CCCC)(CCCC)CCCC)C1=CC=C(N(C2=CC=CC=C2)C2=CC=CC=C2)C=C1 (4-(1-methyl-5-(tributylstannyl)-1H-pyrrole-2-yl)-N,N-diphenylaniline). Reaction SMILES: C([Li])CCC.[CH3:6][N:7]1[CH:11]=[CH:10][CH:9]=[C:8]1[C:12]1[CH:30]=[CH:29][C:15]([N:16]([C:23]2[CH:28]=[CH:27][CH:26]=[CH:25][CH:24]=2)[C:17]2[CH:22]=[CH:21][CH:20]=[CH:19][CH:18]=2)=[CH:14][CH:13]=1.[CH2:31]([Sn:35](Cl)([CH2:40][CH2:41][CH2:42][CH3:43])[CH2:36][CH2:37][CH2:38][CH3:39])[CH2:32][CH2:33][CH3:34]>>[CH3:6][N:7]1[C:11]([Sn:35]([CH2:36][CH2:37][CH2:38][CH3:39])([CH2:40][CH2:41][CH2:42][CH3:43])[CH2:31][CH2:32][CH2:33][CH3:34])=[CH:10][CH:9]=[C:8]1[C:12]1[CH:30]=[CH:29][C:15]([N:16]([C:23]2[CH:24]=[CH:25][CH:26]=[CH:27][CH:28]=2)[C:17]2[CH:22]=[CH:21][CH:20]=[CH:19][CH:18]=2)=[CH:14][CH:13]=1. Procedure details: As shown in scheme 1, 4-bromo-N,N-diphenylaniline (11) is reacted with 1-methyl-2-(tributylstannyl)-1H-pyrrole by Stille coupling reaction to obtain 4-(1-methyl-1H-pyrrole-2-yl)-N,N-diphenylaniline (12). n-butyl lithium is reacted with 4-(1-methyl-1H-pyrrole-2-yl)-N,N-diphenylaniline (12), and then tributylstannylchloride is added thereto to obtain 4-(1-methyl-5-(tributylstannyl)-1H-pyrrole-2-yl)-N,N-diphenylaniline (13). 4-(1-methyl-5-(tributylstannyl)-1H-pyrrole-2-yl)-N,N-diphenylaniline (13) ... Procedure details: From cyclohexanol (6.0 ml) and 5-amino-4-oxopentanoic acid hydrochloride (1.0 g; 6.0 mmol) at 80° C. Thionyl chloride was added at room temperature. The reaction was complete after 3 h. The yield was 1.48 g (99%). RXN SMILES: [CH:1]1([OH:7])[CH2:6][CH2:5][CH2:4][CH2:3][CH2:2]1.Cl.[NH2:9][CH2:10][C:11](=[O:17])[CH2:12][CH2:13][C:14](O)=[O:15].S(Cl)([Cl:20])=O>>[ClH:20].[NH2:9][CH2:10][C:11](=[O:17])[CH2:12][CH2:13][C:14]([O:7][CH:1]1[CH2:6][CH2:5][CH2:4][CH2:3][CH2:2]1)=[O:15] |f:1.2,4.5|. Reactants: C1(CCCCC1)O (cyclohexanol), Cl.NCC(CCC(=O)O)=O (5-amino-4-oxopentanoic acid hydrochloride), S(=O)(Cl)Cl (Thionyl chloride). The product is Cl.NCC(CCC(=O)OC1CCCCC1)=O (Cyclohexyl 5-amino-4-oxopentanoate Hydrochloride). Reaction conditions: time 3 hour. Solvent: C(C)#N (acetonitrile). Reaction SMILES: O[C:2]1[CH:3]=[C:4]([CH:7]=[C:8]([OH:10])[CH:9]=1)[CH:5]=[O:6].FC(F)(F)S([O:16][CH2:17][C:18]([F:29])([F:28])[CH2:19]OS(C(F)(F)F)(=O)=O)(=O)=O.C(=O)([O-])[O-].[Cs+].[Cs+]>C(#N)C>[F:28][C:18]1([F:29])[CH2:17][O:16][C:9]2[CH:2]=[CH:3][C:4]([CH:5]=[O:6])=[CH:7][C:8]=2[O:10][CH2:19]1 |f:2.3.4|. Product: FC1(COC2=C(OC1)C=CC(=C2)C=O)F (3,3-difluoro-3,4-dihydro-2H-1,5-benzodioxepine-7-carbaldehyde). Reported procedure: A mixture of 2 g of 3,5-dihydroxybenzaldehyde, 6 g of 2,2-difluoropropane-1,3-diyl bis(trifluoromethanesulfonate) and 12 g of cesium carbonate in 100 mL of anhydrous acetonitrile was heated under nitrogen to 50° C. overnight. The mixture was allowed to cool, then filtered and concentrated under reduced pressure. The residue was partitioned between 250 mL of ethyl acetate and 100 mL of saturated sodium carbonate then dried over magnesium sulfate and concentrated under reduced pressure. Purificati... Run at temperature 50 celsius. Starting materials: OC=1C=C(C=O)C=C(C1)O (3,5-dihydroxybenzaldehyde), FC(S(=O)(=O)OCC(COS(=O)(=O)C(F)(F)F)(F)F)(F)F (2,2-difluoropropane-1,3-diyl bis(trifluoromethanesulfonate)), C([O-])([O-])=O.[Cs+].[Cs+] (cesium carbonate). Starting materials: O=S(=O)(Cl)c1ccc(F)cc1, O=C([O-])C(F)(F)F, NCCCC(NC(=O)OCC1c2ccccc2-c2ccccc21)C(=O)O. Product: O=C(NC(CCCNS(=O)(=O)c1ccc(F)cc1)C(=O)O)OCC1c2ccccc2-c2ccccc21. RXN SMILES: [F:34][c:35]1[cH:36][cH:37][c:38]([S:41](=[O:42])(=[O:43])[Cl:44])[cH:39][cH:40]1.[O-:27][C:28]([C:29]([F:30])([F:31])[F:32])=[O:33].[cH:1]1[cH:2][cH:3][cH:4][c:5]2[c:13]1[CH:12]([CH2:14][O:15][C:16](=[O:17])[NH:18][CH:19]([CH2:20][CH2:21][CH2:22][NH2:23])[C:24](=[O:25])[OH:26])[c:11]1[c:6]-2[cH:7][cH:8][cH:9][cH:10]1>>[cH:1]1[cH:2][cH:3][cH:4][c:5]2[c:13]1[CH:12]([CH2:14][O:15][C:16](=[O:17])[NH:18][CH:19]([CH2:20][CH2:21][CH2:22][NH:23][S:41]([c:38]1[cH:37][cH:36][c:35]([F:34])[cH:40][cH:39]1)(=[O:42])=[O:43])[C:24](=[O:25])[OH:26])[c:11]1[c:6]-2[cH:7][cH:8][cH:9][cH:10]1. Reactants: FC=1C=CC(=C(C=O)C1)[N+](=O)[O-] (5-fluoro-2-nitrobenzaldehyde), C1(=CC=CC=C1)O (phenol), C(=O)([O-])[O-].[K+].[K+] (K2CO3). Solvent: CN(C)C=O (DMF), CCOC(=O)C (EtOAc), CCCCCC (hexane). Reaction conditions: temperature 120 celsius. The product is [N+](=O)([O-])C1=C(C=O)C=C(C=C1)OC1=CC=CC=C1 (2-nitro-5-phenoxy-benzaldehyde). RXN SMILES: F[C:2]1[CH:3]=[CH:4][C:5]([N+:10]([O-:12])=[O:11])=[C:6]([CH:9]=1)[CH:7]=[O:8].[C:13]1([OH:19])[CH:18]=[CH:17][CH:16]=[CH:15][CH:14]=1.C([O-])([O-])=O.[K+].[K+]>CN(C=O)C.CCOC(C)=O.CCCCCC>[N+:10]([C:5]1[CH:4]=[CH:3][C:2]([O:19][C:13]2[CH:18]=[CH:17][CH:16]=[CH:15][CH:14]=2)=[CH:9][C:6]=1[CH:7]=[O:8])([O-:12])=[O:11] |f:2.3.4|. Procedure: A mixture of 5-fluoro-2-nitrobenzaldehyde (15.00 g, 0.089 mol), phenol (9.12 g, 0.098 mol), and K2CO3 (13.5 g, 0.089 mol) in 200 mL of DMF was heated at 120° C. for 50 min. The reaction mixture was cooled and concentrated in vacuo. To the residue was added EtOAc (500 mL) and H2O (500 mL). The layers were separated, and the EtOAc extract was concentrated. The residue was purified on silica gel using 20% EtOAc-hexane as eluent. The product containing fractions were combined and concentrated to yie... Reagents/catalysts: [Ru] (ruthenium on carbon). Reaction SMILES: [CH3:1][N:2]1[C:8]2[CH:9]=[CH:10][CH:11]=[CH:12][C:7]=2[C:6]([N:13]2[CH2:18][CH2:17][CH:16]([CH3:19])[CH2:15][CH2:14]2)=[N:5][C:4](=[N:20]O)[C:3]1=[O:22]>CO.[Ru]>[NH2:20][CH:4]1[N:5]=[C:6]([N:13]2[CH2:18][CH2:17][CH:16]([CH3:19])[CH2:15][CH2:14]2)[C:7]2[CH:12]=[CH:11][CH:10]=[CH:9][C:8]=2[N:2]([CH3:1])[C:3]1=[O:22]. The solvent is CO (methanol). Reported procedure: A suspension of 1,2-dihydro-1-methyl-3-oximino-5-(4-methylpiperidin-1-yl)-3H-1,4-benzodiazepin-2-one (0.27 g) and 5% ruthenium on carbon (0.16 g) in methanol (50 ml) was hydrogenated at 55 psi H2 at 70° for 24 h. The catalyst was then removed by filtration and the solvent evaporated. The residue was purified by filtration and the solvent evaporated. The residue was purified by column chromatography on silica with CH2Cl2:MeOH 98:2∆9:1 as eluant to afford product. The reactants are CN1C(C(N=C(C2=C1C=CC=C2)N2CCC(CC2)C)=NO)=O (1,2-dihydro-1-methyl-3-oximino-5-(4-methylpiperidin-1-yl)-3H-1,4-benzodiazepin-2-one). Conditions: time 24 hour. Yields the product NC1C(N(C2=C(C(=N1)N1CCC(CC1)C)C=CC=C2)C)=O (3-Amino-1,2-dihydro-1-methyl-5-(4-methylpiperidin-1-yl )-3H-1,4-benzodiazepin-2-one). Reactants: [BH4-], COc1ccc(C2(C(C)N)CCC2)cc1, CO, Cl, [Na+], [Na+], [OH-], O, O=Cc1ccncc1. The product is COc1ccc(C2(C(C)NCc3ccncc3)CCC2)cc1. As a reaction SMILES: [BH4-:24].[CH3:1][O:2][c:3]1[cH:4][cH:5][c:6]([C:9]2([CH:13]([CH3:14])[NH2:15])[CH2:10][CH2:11][CH2:12]2)[cH:7][cH:8]1.[CH3:29][OH:30].[ClH:26].[Na+:25].[Na+:28].[OH-:27].[OH2:31].[n:16]1[cH:17][cH:18][c:19]([CH:22]=[O:23])[cH:20][cH:21]1>>[CH3:1][O:2][c:3]1[cH:4][cH:5][c:6]([C:9]2([CH:13]([CH3:14])[NH:15][CH2:22][c:19]3[cH:18][cH:17][n:16][cH:21][cH:20]3)[CH2:10][CH2:11][CH2:12]2)[cH:7][cH:8]1. Reactants: C(C1=CC=CC=C1)OC(=O)NC(CC(=O)NC1C(NC2=C(CC1)C=CC=C2)=O)(C)C (3-benzyloxycarbonylamino-3-methyl-N-[2,3,4,5-tetrahydro-2-oxo-1H-1-benzazepin-3-yl ]-butanamide), BrCC1=CC=C(C=C1)C=1C(=CC=CC1)C#N (4'-bromomethyl-1,1'-biphenyl-2-nitrile), C37H36N4O4. Yields the product C(C1=CC=CC=C1)OC(=O)NC(CC(=O)NC1C(N(C2=C(CC1)C=CC=C2)CC2=CC=C(C=C2)C2=C(C=CC=C2)C#N)=O)(C)C (3-Benzyloxycarbonylamino-3-methyl-N-[2,3,4,5-tetrahydro-2-oxo-1-[[2'-cyano-[1,1 '-biphenyl]-4-yl]methyl]-1H-1-benzazepin-3-yl]-butanamide). As a reaction SMILES: [CH2:1]([O:8][C:9]([NH:11][C:12]([CH3:30])([CH3:29])[CH2:13][C:14]([NH:16][CH:17]1[CH2:23][CH2:22][C:21]2[CH:24]=[CH:25][CH:26]=[CH:27][C:20]=2[NH:19][C:18]1=[O:28])=[O:15])=[O:10])[C:2]1[CH:7]=[CH:6][CH:5]=[CH:4][CH:3]=1.Br[CH2:32][C:33]1[CH:38]=[CH:37][C:36]([C:39]2[C:40]([C:45]#[N:46])=[CH:41][CH:42]=[CH:43][CH:44]=2)=[CH:35][CH:34]=1>>[CH2:1]([O:8][C:9]([NH:11][C:12]([CH3:30])([CH3:29])[CH2:13][C:14]([NH:16][CH:17]1[CH2:23][CH2:22][C:21]2[CH:24]=[CH:25][CH:26]=[CH:27][C:20]=2[N:19]([CH2:32][C:33]2[CH:34]=[CH:35][C:36]([C:39]3[CH:44]=[CH:43][CH:42]=[CH:41][C:40]=3[C:45]#[N:46])=[CH:37][CH:38]=2)[C:18]1=[O:28])=[O:15])=[O:10])[C:2]1[CH:7]=[CH:6][CH:5]=[CH:4][CH:3]=1. Procedure details: Prepared from 3-benzyloxycarbonylamino-3-methyl-N-[2,3,4,5-tetrahydro-2-oxo-1H-1-benzazepin-3-yl ]-butanamide (Example 51, Step A) and 4'-bromomethyl-1,1'-biphenyl-2-nitrile (Example 69, Step C) by the procedure described in Example 1, Step K. FAB-MS: calculated for C37H36N4O4 600; found; 601 (M+H,100%). The reactants are FC1=C(COC=2C=3N(C=C(C2)N2CCOCC2)C(=C(N3)C)C(=O)OCC)C(=CC=C1)F (Ethyl 8-[(2,6-difluorobenzyl)oxy]-2-methyl-6-(morpholin-4-yl)imidazo[1,2-a]pyridine-3-carboxylate), [OH-].[Li+] (lithium hydroxide), Cl (hydrochloric acid). Run in C1CCOC1.CO (THF methanol). Run at temperature 40 celsius, time 4 hour. The product is FC1=C(COC=2C=3N(C=C(C2)N2CCOCC2)C(=C(N3)C)C(=O)O)C(=CC=C1)F (8-[(2,6-Difluorobenzyl)oxy]-2-methyl-6-(morpholin-4-yl)imidazo[1,2-a]pyridine-3-carboxylic acid). RXN SMILES: [F:1][C:2]1[CH:30]=[CH:29][CH:28]=[C:27]([F:31])[C:3]=1[CH2:4][O:5][C:6]1[C:7]2[N:8]([C:18]([C:22]([O:24]CC)=[O:23])=[C:19]([CH3:21])[N:20]=2)[CH:9]=[C:10]([N:12]2[CH2:17][CH2:16][O:15][CH2:14][CH2:13]2)[CH:11]=1.[OH-].[Li+].Cl>C1COCC1.CO>[F:1][C:2]1[CH:30]=[CH:29][CH:28]=[C:27]([F:31])[C:3]=1[CH2:4][O:5][C:6]1[C:7]2[N:8]([C:18]([C:22]([OH:24])=[O:23])=[C:19]([CH3:21])[N:20]=2)[CH:9]=[C:10]([N:12]2[CH2:17][CH2:16][O:15][CH2:14][CH2:13]2)[CH:11]=1 |f:1.2,4.5|. Procedure: 400 mg of ethyl 8-[(2,6-difluorobenzyl)oxy]-2-methyl-6-(pyrrolidin-1-yl)imidazo[1,2-a]pyridine-3-carboxylate (Example 34A; 0.927 mmol, 1 equivalent) were dissolved in 24 ml of THF/methanol 5:1, 4.6 ml of 1N aqueous lithium hydroxide solution (4.6 mmol, 5 equivalents) were added and the mixture was warmed to 40° C. and stirred at this temperature for 4 h. The mixture was cooled, acidified to pH 4 with 6 N hydrochloric acid and concentrated. Water was added to the residue and the mixture was extra... Reactants: BrC=1C=C(C=CC1)C(CC=C)O (1-(3-bromophenyl)but-3-en-1-ol), N1C=NC=C1 (1H-imidazole), C(C)(C)(C)[Si](Cl)(C)C (tert-butyldimethylchlorosilane). Solvent: CN(C)C=O (DMF), ClCCl (dichloromethane). The product is BrC=1C=C(C=CC1)C(CC=C)O[Si](C)(C)C(C)(C)C ((1-(3-Bromophenyl)but-3-enyloxy)(tert-butyl)dimethylsilane), mixture. Yield: 94.0%. As a reaction SMILES: [Br:1][C:2]1[CH:3]=[C:4]([CH:8]([OH:12])[CH2:9][CH:10]=[CH2:11])[CH:5]=[CH:6][CH:7]=1.N1C=CN=C1.[C:18]([Si:22]([CH3:25])([CH3:24])Cl)([CH3:21])([CH3:20])[CH3:19]>CN(C=O)C.ClCCl>[Br:1][C:2]1[CH:3]=[C:4]([CH:8]([O:12][Si:22]([C:18]([CH3:21])([CH3:20])[CH3:19])([CH3:25])[CH3:24])[CH2:9][CH:10]=[CH2:11])[CH:5]=[CH:6][CH:7]=1. Reported procedure: A solution of 1-(3-bromophenyl)but-3-en-1-ol (17.0 g, 74.9 mmol), 1H-imidazole (11.8 g, 172.2 mmol) and tert-butyldimethylchlorosilane (13.9 g, 89.8 mmol) in DMF (40 mL) is stirred at room temperature for 2 hours. The mixture is diluted with dichloromethane and is washed sequentially with water and saturated ammonium chloride aqueous solution. The organic layer is dried over sodium sulfate, filtered, and concentrated under reduced pressure to give a residue. The crude product is purified by sili...